describe an organic reaction: reactants, conditions, products, and yield From a dataset of the Open Reaction Database (ORD), a public repository of structured organic reaction records. The reactants are CCO, Oc1ccc(-c2nc(CCl)cs2)cc1, [H-], [Na+], SCCOc1ccccc1. The product is Oc1ccc(-c2nc(CSCCOc3ccccc3)cs2)cc1. Reaction SMILES: [CH3:27][CH2:28][OH:29].[Cl:13][CH2:14][c:15]1[n:16][c:17](-[c:20]2[cH:21][cH:22][c:23]([OH:26])[cH:24][cH:25]2)[s:18][cH:19]1.[H-:1].[Na+:2].[O:3]([c:4]1[cH:5][cH:6][cH:7][cH:8][cH:9]1)[CH2:10][CH2:11][SH:12]>>[O:3]([c:4]1[cH:5][cH:6][cH:7][cH:8][cH:9]1)[CH2:10][CH2:11][S:12][CH2:14][c:15]1[n:16][c:17](-[c:20]2[cH:21][cH:22][c:23]([OH:26])[cH:24][cH:25]2)[s:18][cH:19]1.